Dataset: the Open Reaction Database (ORD), a public repository of structured organic reaction records. Task: describe an organic reaction: reactants, conditions, products, and yield Starting materials: FC(C=1C=C(C=C(C1)C(F)(F)F)[C@@H]1[C@@H](N(C(O1)=O)CC1=NC(=NC=C1C=1C(=NOC1C)C)S(=O)(=O)C)C)(F)F ((4S,5R)-5-[3,5-bis(trifluoromethyl)phenyl]-3-{[5-(3,5-dimethylisoxazol-4-yl)-2-(methylsulfonyl)pyrimidin-4-yl]methyl}-4-methyl-1,3-oxazolidin-2-one), C1(CCC1)N (cyclobutylamine). The solvent is C1CCOC1 (THF). Reaction conditions: temperature 150 celsius. The product is N1(CCC1)C1=NC=C(C(=N1)CN1C(O[C@@H]([C@@H]1C)C1=CC(=CC(=C1)C(F)(F)F)C(F)(F)F)=O)C=1C(=NOC1C)C ((4S,5R)-3-{[2-(azetidin-1-yl)-5-(3,5-dimethylisoxazol-4-yl)pyrimidin-4-yl]methyl}-5-[3,5-bis(trifluoromethyl)phenyl]-4-methyl-1,3-oxazolidin-2-one). Reaction SMILES: [F:1][C:2]([F:39])([F:38])[C:3]1[CH:4]=[C:5]([C@H:13]2[O:17][C:16](=[O:18])[N:15]([CH2:19][C:20]3[C:25]([C:26]4[C:27]([CH3:32])=[N:28][O:29][C:30]=4[CH3:31])=[CH:24][N:23]=[C:22](S(C)(=O)=O)[N:21]=3)[C@H:14]2[CH3:37])[CH:6]=[C:7]([C:9]([F:12])([F:11])[F:10])[CH:8]=1.[CH:40]1([NH2:44])[CH2:43][CH2:42]C1>C1COCC1>[N:44]1([C:22]2[N:21]=[C:20]([CH2:19][N:15]3[C@@H:14]([CH3:37])[C@@H:13]([C:5]4[CH:4]=[C:3]([C:2]([F:39])([F:38])[F:1])[CH:8]=[C:7]([C:9]([F:12])([F:11])[F:10])[CH:6]=4)[O:17][C:16]3=[O:18])[C:25]([C:26]3[C:27]([CH3:32])=[N:28][O:29][C:30]=3[CH3:31])=[CH:24][N:23]=2)[CH2:40][CH2:43][CH2:42]1. Reported procedure: (4S,5R)-5-[3,5-bis(trifluoromethyl)phenyl]-3-{[5-(3,5-dimethylisoxazol-4-yl)-2-(methylsulfonyl)pyrimidin-4-yl]methyl}-4-methyl-1,3-oxazolidin-2-one was dissolved in an excess amount of cyclobutylamine in THF, then heated to 150° C. for 2 hours in a microwave reactor. The reaction mixture was evaporated, then reconstituted in methanol and purified by preparative reverse phase HPLC to give the title compound. LCMS (M+H)+: 556.1. 1H NMR (CDCl3, 500 MHz): δ 8.15 (s, 1H), 7.91 (s, 1H), 7.74 (s, 2H), ... The reactants are ClC1=NC=C(C=C1[N+](=O)[O-])[N+](=O)[O-] (2-chloro-3,5-dinitropyridine), CC1NCCCC1 (2-methylpiperidine), ice water. Solvent: C1CCOC1 (THF). Reaction conditions: temperature 60 celsius. Product: CC1N(CCCC1)C1=NC=C(C=C1[N+](=O)[O-])[N+](=O)[O-] (2-(2-methylpiperidin-1-yl)-3,5-dinitropyridine). Isolated yield 94.5%. As a reaction SMILES: Cl[C:2]1[C:7]([N+:8]([O-:10])=[O:9])=[CH:6][C:5]([N+:11]([O-:13])=[O:12])=[CH:4][N:3]=1.[CH3:14][CH:15]1[CH2:20][CH2:19][CH2:18][CH2:17][NH:16]1>C1COCC1>[CH3:14][CH:15]1[CH2:20][CH2:19][CH2:18][CH2:17][N:16]1[C:2]1[C:7]([N+:8]([O-:10])=[O:9])=[CH:6][C:5]([N+:11]([O-:13])=[O:12])=[CH:4][N:3]=1. Procedure: 2.5 g (12.28 mmol) of 2-chloro-3,5-dinitropyridine, 10 ml of THF and 25 mmol of 2-methylpiperidine were placed in a round-bottomed flask. The mixture was maintained at 60° C. for 15 hours with stirring and was then poured into an ice-water mixture with stirring. The precipitate formed was filtered off by suction and dried under vacuum to constant weight. 3.09 g of yellow powder were obtained. RXN SMILES: [Cl:1][C:2]1[CH:3]=[C:4]([CH:22]=[CH:23][CH:24]=1)[C:5]([N:8]([CH2:18][C:19](=O)[CH3:20])[C:9](=[O:17])[CH2:10][C:11]1[CH:16]=[CH:15][CH:14]=[CH:13][CH:12]=1)([CH3:7])[CH3:6].[OH-].[Na+]>C(O)C>[Cl:1][C:2]1[CH:3]=[C:4]([CH:22]=[CH:23][CH:24]=1)[C:5]([N:8]1[CH2:18][C:19]([CH3:20])=[C:10]([C:11]2[CH:16]=[CH:15][CH:14]=[CH:13][CH:12]=2)[C:9]1=[O:17])([CH3:7])[CH3:6] |f:1.2|. The product is ClC=1C=C(C(C)(C)N2C(C(=C(C2)C)C2=CC=CC=C2)=O)C=CC1 (1-(3-chloro-α,α-dimethylbenzyl)-4-methyl-3-phenyl-3-pyrrolin-2-one). Procedure: 34.4 g (0.1 mol) of N-(3-chloro-α,α-dimethylbenzyl)-N-(2-oxopropyl)phenylacetamide prepared in accordance with the method of Reference Example 6, was dissolved in 200 ml of ethanol, and 0.5 (0.009 mol) of sodium hydroxide powder was added thereto. The mixture was refluxed under heating for 10 minutes. Then, the solvent was distilled off under reduced pressure, and then water was added thereto. The mixture was extracted with ethyl acetate. The ethyl acetate layer was dried over anhydrous magnesiu... Run in C(C)O (ethanol). Yield: 65.1%. The reactants are ClC=1C=C(C(C)(C)N(C(CC2=CC=CC=C2)=O)CC(C)=O)C=CC1 (N-(3-chloro-α,α-dimethylbenzyl)-N-(2-oxopropyl)phenylacetamide), 0.5, [OH-].[Na+] (sodium hydroxide).